This data is from the Open Reaction Database (ORD), a public repository of structured organic reaction records. The task is: describe an organic reaction: reactants, conditions, products, and yield The reactants are NC=1SC(=C(C1C(=O)OC(C)(C)C)C)C1=CC=C(C=C1)OC(F)(F)F (2-amino-3-(t-butoxycarbonyl)-4-methyl-5-(4-trifluoromethoxyphenyl)thiophene), FC(C(=O)O)(F)F (trifluoroacetic acid). The solvent is C1(=CC=CC=C1)C (toluene). Product: FC(C(=O)O)(F)F.NC=1SC(=C(C1)C)C1=CC=C(C=C1)OC(F)(F)F (2-amino-4-methyl-5-(4-trifluoromethyloxyphenyl)thiophene trifluoroacetic acid salt). RXN SMILES: [NH2:1][C:2]1[S:3][C:4]([C:15]2[CH:20]=[CH:19][C:18]([O:21][C:22]([F:25])([F:24])[F:23])=[CH:17][CH:16]=2)=[C:5]([CH3:14])[C:6]=1C(OC(C)(C)C)=O.[F:26][C:27]([F:32])([F:31])[C:28]([OH:30])=[O:29]>C1(C)C=CC=CC=1>[F:26][C:27]([F:32])([F:31])[C:28]([OH:30])=[O:29].[NH2:1][C:2]1[S:3][C:4]([C:15]2[CH:16]=[CH:17][C:18]([O:21][C:22]([F:24])([F:23])[F:25])=[CH:19][CH:20]=2)=[C:5]([CH3:14])[CH:6]=1 |f:3.4|. Procedure: The above thiophene (0.7 g) in 6 ml of trifluoroacetic acid is heated to 60° C. for 3 hr., cooled, diluted with toluene and concentrated in vacuo. The resulting oil is diluted and concentated twice more to afford 2-amino-4-methyl-5-(4-trifluoromethyloxyphenyl)thiophene trifluoroacetic acid salt. The reactants are ClC1=C(NC2CSC=C2C#N)C(=CC=C1)Cl (3-(2',6'-dichloro-anilino)-4-cyanodihydrothiophene), S(=O)(=O)(Cl)Cl (sulfuryl chloride). The solvent is C(Cl)Cl (methylene chloride), C(Cl)Cl (methylene chloride). Yields the product ClC1=C(NC2=CSC=C2C#N)C(=CC=C1)Cl (3-(2',6'-dichloroanilino)-4-cyanothiophene). Isolated yield 75.0%. Reaction SMILES: [Cl:1][C:2]1[CH:15]=[CH:14][CH:13]=[C:12]([Cl:16])[C:3]=1[NH:4][CH:5]1[C:9]([C:10]#[N:11])=[CH:8][S:7][CH2:6]1.S(Cl)(Cl)(=O)=O>C(Cl)Cl>[Cl:1][C:2]1[CH:15]=[CH:14][CH:13]=[C:12]([Cl:16])[C:3]=1[NH:4][C:5]1[C:9]([C:10]#[N:11])=[CH:8][S:7][CH:6]=1. Procedure details: A solution of 0.27 part of 3-(2',6'-dichloro-anilino)-4-cyanodihydrothiophene in 15 parts by volume of dry methylene chloride is added, in the course of 30 minutes, to a solution of 0.12 part by volume of sulfuryl chloride in 15 parts by volume of dry methylene chloride at 0° C. The end product is isolated from the reaction mixture by the method described in Example 1c. 0.20 part (75% of theory) of 3-(2',6'-dichloroanilino)-4-cyanothiophene of melting point 105°-108° C. are obtained. Starting materials: OC(C(C)NC=1SC=C(N1)C(=O)O)C (2-(3-hydroxybutan-2-ylamino)thiazole-4-carboxylic acid), N[C@@H](CN1N=C(C=C1)C1=CC(=C(C#N)C=C1)Cl)C ((R)-4-(1-(2-aminopropyl)-1H-pyrazol-3-yl)-2-chlorobenzonitrile). Yields the product ClC=1C=C(C=CC1C#N)C1=NN(C=C1)C[C@@H](C)NC(=O)C=1N=C(SC1)NC(C)C(C)O (N—((R)-1-(3-(3-chloro-4-cyanophenyl)-1H-pyrazol-1-yl)propan-2-yl)-2-(3-hydroxybutan-2-ylamino)thiazole-4-carboxamide). The yield is 14.4%. RXN SMILES: [OH:1][CH:2]([CH3:14])[CH:3]([NH:5][C:6]1[S:7][CH:8]=[C:9]([C:11]([OH:13])=O)[N:10]=1)[CH3:4].[NH2:15][C@H:16]([CH3:32])[CH2:17][N:18]1[CH:22]=[CH:21][C:20]([C:23]2[CH:30]=[CH:29][C:26]([C:27]#[N:28])=[C:25]([Cl:31])[CH:24]=2)=[N:19]1>>[Cl:31][C:25]1[CH:24]=[C:23]([C:20]2[CH:21]=[CH:22][N:18]([CH2:17][C@H:16]([NH:15][C:11]([C:9]3[N:10]=[C:6]([NH:5][CH:3]([CH:2]([OH:1])[CH3:14])[CH3:4])[S:7][CH:8]=3)=[O:13])[CH3:32])[N:19]=2)[CH:30]=[CH:29][C:26]=1[C:27]#[N:28]. Procedure details: N—((R)-1-(3-(3-chloro-4-cyanophenyl)-1H-pyrazol-1-yl)propan-2-yl)-2-(3-hydroxybutan-2-ylamino)thiazole-4-carboxamide was prepared using the method of Example 34(d) starting from 2-(3-hydroxybutan-2-ylamino)thiazole-4-carboxylic acid (1.35 g, 6.24 mmol) and (R)-4-(1-(2-aminopropyl)-1H-pyrazol-3-yl)-2-chlorobenzonitrile (1.356 g, 5.20 mmol). The product was purified by Flash-chromatography. Yield 14.45%. 1H-NMR (400 MHz; DMSO-d6): δ 0.98-1.19 (m, 9H), 3.57-3.72 (m, 2H), 4.23-4.47 (m, 3H), 4.67 (d,... As a reaction SMILES: [CH3:1][O:2][c:3]1[cH:4][c:5]([C:6](=[O:7])[N:8]2[CH2:9][C:10]([c:13]3[cH:14][cH:15][cH:16][cH:17][cH:18]3)([CH2:19][CH2:20][N:21]3[CH2:22][CH2:23][CH:24]([C:27](=[O:28])[c:29]4[n:30][c:31]5[c:32]([n:33]4[CH2:34][c:35]4[n:36]([CH2:40][c:41]6[cH:42][cH:43][cH:44][cH:45][cH:46]6)[cH:37][cH:38][n:39]4)[cH:47][cH:48][cH:49][cH:50]5)[CH2:25][CH2:26]3)[CH2:11][CH2:12]2)[cH:51][c:52]([O:56][CH3:57])[c:53]1[O:54][CH3:55].[CH3:62][OH:63].[CH:58]([O-:59])=[O:60].[NH4+:61]>>[CH3:1][O:2][c:3]1[cH:4][c:5]([C:6](=[O:7])[N:8]2[CH2:9][C:10]([c:13]3[cH:14][cH:15][cH:16][cH:17][cH:18]3)([CH2:19][CH2:20][N:21]3[CH2:22][CH2:23][CH:24]([C:27](=[O:28])[c:29]4[n:30][c:31]5[c:32]([n:33]4[CH2:34][c:35]4[n:36][cH:37][cH:38][nH:39]4)[cH:47][cH:48][cH:49][cH:50]5)[CH2:25][CH2:26]3)[CH2:11][CH2:12]2)[cH:51][c:52]([O:56][CH3:57])[c:53]1[O:54][CH3:55]. Reactants: COc1cc(C(=O)N2CCC(CCN3CCC(C(=O)c4nc5ccccc5n4Cc4nccn4Cc4ccccc4)CC3)(c3ccccc3)C2)cc(OC)c1OC, CO, O=C[O-], [NH4+]. Yields the product COc1cc(C(=O)N2CCC(CCN3CCC(C(=O)c4nc5ccccc5n4Cc4ncc[nH]4)CC3)(c3ccccc3)C2)cc(OC)c1OC. Reactants: CN1C(C2=CC=CC=C2C(=C1CC(=O)O)C1=CC=CC=C1)=O (1,2-dihydro-2-methyl-1-oxo-4-phenyl-3-isoquinoline acetic acid), Cl (hydrogen chloride), C(C)(=O)OCC (ethyl acetate), C1(=CC=CC=C1)P(=O)(C1=CC=CC=C1)N=[N+]=[N-] (diphenylphosphoryl azide), CN(C)CC=1C=C(N)C=CC1 (3-(dimethylaminomethyl)aniline). Product: Cl.CN1C(C2=CC=CC=C2C(=C1CNC(=O)NC1=CC(=CC=C1)CN(C)C)C1=CC=CC=C1)=O (N-[(1,2-Dihydro-2-methyl-1-oxo-4-phenylisoquinolin-3-yl)methyl]-N'-[3-(dimethylaminomethyl)phenyl]urea hydrochloride). RXN SMILES: [CH3:1][N:2]1[C:11]([CH2:12]C(O)=O)=[C:10]([C:16]2[CH:21]=[CH:20][CH:19]=[CH:18][CH:17]=2)[C:9]2[C:4](=[CH:5][CH:6]=[CH:7][CH:8]=2)[C:3]1=[O:22].C1(P([N:37]=[N+]=[N-])(C2C=CC=CC=2)=O)C=CC=CC=1.[CH3:40][N:41]([CH2:43][C:44]1[CH:45]=[C:46]([CH:48]=[CH:49][CH:50]=1)[NH2:47])[CH3:42].[ClH:51].C([O:55][CH2:56]C)(=O)C>>[ClH:51].[CH3:1][N:2]1[C:11]([CH2:12][NH:37][C:56]([NH:47][C:46]2[CH:48]=[CH:49][CH:50]=[C:44]([CH2:43][N:41]([CH3:40])[CH3:42])[CH:45]=2)=[O:55])=[C:10]([C:16]2[CH:21]=[CH:20][CH:19]=[CH:18][CH:17]=2)[C:9]2[C:4](=[CH:5][CH:6]=[CH:7][CH:8]=2)[C:3]1=[O:22] |f:5.6|. Reported procedure: Using 1,2-dihydro-2-methyl-1-oxo-4-phenyl-3-isoquinoline acetic acid, diphenylphosphoryl azide and 3-(dimethylaminomethyl)aniline, the reaction was carried out by substantially the same procedure as in Method B of Example 1, followed by treatment of the product with hydrogen chloride in ethyl acetate to give the title compound as a white powdery product. NMR (200 MHz,DMSO-d6) ppm: 2.67(3H,s), 2.69(3H,s), 3.64(3H,s), 4.17(4H,m), 6.9-7.2(4H,m), 7.3-7.7(9H,m), 8.32(1H,m), 9.09(1H,bs) Reactants: OS(=O)(=O)O.O=S(=O)=O (oleum), CC(=O)C (acetone), NC1=CC=C(C(=O)NC2=CC=C(C=C2)N)C(=C1)C(N)=O (4,4'-diamino-6-carbamoyl benzanilide), [NH4+].[OH-] (NH4OH). Solvent: C(C)O (ethanol). Product: NC1=CC=C(C(=O)NC2=CC=C(C=C2)N)C(=C1)C#N (4,4'-diamino-6-cyanobenzanilide). RXN SMILES: OS(O)(=O)=O.O=S(=O)=O.[NH2:10][C:11]1[CH:26]=[C:25]([C:27](=O)[NH2:28])[C:14]([C:15]([NH:17][C:18]2[CH:23]=[CH:22][C:21]([NH2:24])=[CH:20][CH:19]=2)=[O:16])=[CH:13][CH:12]=1.[NH4+].[OH-].CC(C)=O>C(O)C>[NH2:10][C:11]1[CH:26]=[C:25]([C:27]#[N:28])[C:14]([C:15]([NH:17][C:18]2[CH:19]=[CH:20][C:21]([NH2:24])=[CH:22][CH:23]=2)=[O:16])=[CH:13][CH:12]=1 |f:0.1,3.4|. Procedure: 350 ml of oleum (30% by weight) was cooled down below 0° C. using an ice bath, 99.6 g (0.368 mol) of 4,4'-diamino-6-carbamoyl benzanilide in a powder form was added below 5° C. with stirring. The stirring was continued to the next day, and the solution was neutralized by adding 1100 ml of NH4OH (28% by weight) already cooled down to -5° to 0° C. The solution was sufficiently washed to remove salt by filtering and washed with a small amount of warm ethanol and then dried in a vacuum oven at 80° C...